This data is from the Open Reaction Database (ORD), a public repository of structured organic reaction records. The task is: describe an organic reaction: reactants, conditions, products, and yield The solvent is C(C)(=O)O (acetic acid), O1CCCC1 (tetrahydrofuran), O1CCCC1 (tetrahydrofuran). Reaction conditions: temperature 0 celsius. The reactants are C(C)(=O)O[BH-](OC(C)=O)OC(C)=O.[Na+] (sodium triacetoxyborohydride), Cl.COC1=C2CCC(CC2=CC=C1)N (5-methoxy-2-aminotetraline hydrochloride), C(C)(=O)[O-].[Na+] (sodium acetate), solution, [OH-].[Na+] (sodium hydroxide), Cl (HCl). RXN SMILES: [ClH:1].[CH3:2][O:3][C:4]1[CH:13]=[CH:12][CH:11]=[C:10]2[C:5]=1[CH2:6][CH2:7][CH:8]([NH2:14])[CH2:9]2.[C:15]([O-])(=O)[CH3:16].[Na+].[C:20](O[BH-](OC(=O)C)OC(=O)C)(=O)C.[Na+].[OH-].[Na+].Cl>O1CCCC1.C(O)(=O)C>[ClH:1].[CH3:2][O:3][C:4]1[CH:13]=[CH:12][CH:11]=[C:10]2[C:5]=1[CH2:6][CH2:7][C@H:8]([NH:14][CH2:20][CH2:15][CH3:16])[CH2:9]2 |f:0.1,2.3,4.5,6.7,11.12|. Procedure: A 2 L reactor with double jacket temperature control was charged with 5-methoxy-2-aminotetraline hydrochloride (Xa) (161 g), sodium acetate (62 g), and tetrahydrofuran (750 mL). The suspension was stirred at 0° C. To that suspension were added glacial acetic acid (22 mL), sodium triacetoxyborohydride (200 g) and propionalhedyde (XIa) (48 g diluted with 50 mL of tetrahydrofuran via a dropping funnel maintaining the mass temperature below 10° C. The resulting suspension was stirred overnight at 0°... Yields the product Cl.COC1=C2CC[C@@H](CC2=CC=C1)NCCC ((S)-1,2,3,4-tetrahydro-5-methoxy-N-propyl-naphthalen-2-amine hydrochloride). Isolated yield 78.0%. Starting materials: CCOC(=O)OC(Cc1ccc(NC(=O)C=Cc2cnn(C)c2-c2ccc(F)cc2)cc1)C(N)=O, CC#N. The product is Cn1ncc(C=CC(=O)Nc2ccc(CC3OC(=O)NC3=O)cc2)c1-c1ccc(F)cc1. Reaction SMILES: [CH2:1]([O:3][C:4](=[O:2])[O:6][CH:7]([C:8](=[O:9])[NH2:10])[CH2:11][c:12]1[cH:13][cH:14][c:15]([NH:18][C:19]([CH:20]=[CH:21][c:22]2[cH:23][n:24][n:25]([CH3:34])[c:26]2-[c:27]2[cH:28][cH:29][c:30]([F:33])[cH:31][cH:32]2)=[O:35])[cH:16][cH:17]1)[CH3:5].[CH3:36][C:37]#[N:38]>>[O:3]=[C:4]1[O:6][CH:7]([CH2:11][c:12]2[cH:13][cH:14][c:15]([NH:18][C:19]([CH:20]=[CH:21][c:22]3[cH:23][n:24][n:25]([CH3:34])[c:26]3-[c:27]3[cH:28][cH:29][c:30]([F:33])[cH:31][cH:32]3)=[O:35])[cH:16][cH:17]2)[C:8](=[O:9])[NH:10]1. Starting materials: FC1=C(C=CC(=C1)F)[N+](=O)[O-] (2,4-difluoronitrobenzene), NC(C(=O)O)(C)C (2-aminoisobutyric acid), C([O-])([O-])=O.[K+].[K+] (potassium carbonate), C(C)#N (acetonitrile). Solvent: O (water). Yields the product FC=1C=CC(=C(C1)NC(C)(C(=O)O)C)[N+](=O)[O-] (N-(5-Fluoro-2-nitrophenyl)-2-methylalanine). RXN SMILES: F[C:2]1[CH:7]=[C:6]([F:8])[CH:5]=[CH:4][C:3]=1[N+:9]([O-:11])=[O:10].[NH2:12][C:13]([CH3:18])([CH3:17])[C:14]([OH:16])=[O:15].C(=O)([O-])[O-].[K+].[K+].C(#N)C>O>[F:8][C:6]1[CH:5]=[CH:4][C:3]([N+:9]([O-:11])=[O:10])=[C:2]([NH:12][C:13]([CH3:18])([C:14]([OH:16])=[O:15])[CH3:17])[CH:7]=1 |f:2.3.4|. Procedure: A mixture of 32.62 g of 2,4-difluoronitrobenzene, 24.2 g of 2-aminoisobutyric acid, 15.2 g of potassium carbonate, 100 ml of acetonitrile, and 100 ml of water is heated at 80° for 2 days (until TLC shows little or no starting material). The reaction is then cooled and acetonitrile is removed under reduced pressure. The pH is adjusted to 5 with 4N hydrochloric acid and the mixture is extracted with chloroform (3×300 ml). The organic layers are dried over sodium sulfate and concentrated. The mater... Starting materials: C(C)(C)(C)[Si](C)(C)Cl (tert-butyl-chloro-dimethyl-silane), [Cl-].[NH4+] (ammonium chloride), C(C)(C)NC(C)C (diisopropylamine), [Li]CCCC (n-BuLi), ClC=1C(=NC=C(C1)F)F (3-chloro-2,5-difluoro-pyridine). Run in C1CCOC1 (THF), O (water), C([O-])(O)=O.[Na+] (sodium bicarbonate), C1CCOC1 (THF). Conditions: temperature 0 celsius, time 15 minute. Product: [Si](C)(C)(C(C)(C)C)C1=C(C(=NC=C1F)F)Cl (4-(tert-butyldimethylsilyl)-3-chloro-2,5-difluoropyridine). Yield: 72.3%. Reaction SMILES: C(NC(C)C)(C)C.[Li]CCCC.[Cl:13][C:14]1[C:15]([F:21])=[N:16][CH:17]=[C:18]([F:20])[CH:19]=1.[C:22]([Si:26](Cl)([CH3:28])[CH3:27])([CH3:25])([CH3:24])[CH3:23].[Cl-].[NH4+]>C1COCC1.O.C(=O)(O)[O-].[Na+]>[Si:26]([C:19]1[C:18]([F:20])=[CH:17][N:16]=[C:15]([F:21])[C:14]=1[Cl:13])([C:22]([CH3:25])([CH3:24])[CH3:23])([CH3:28])[CH3:27] |f:4.5,8.9|. Procedure details: A solution of diisopropylamine (78.52 g, 108.8 mL, 776.0 mmol) in THF (1.205 L) was cooled to −20° C. n-BuLi (2.5 M in hexanes) (298.4 mL of 2.5 M, 746.1 mmol) was added dropwise via cannula over 30 min at such a rate that the temperature was kept below −15° C. Once the addition was complete the cooling bath was removed and the reaction mixture was allowed to warm to 0° C. The reaction mixture was stirred for 15 min at 0° C., then re-cooled to −78° C. 3-chloro-2,5-difluoro-pyridine (95.963 g, 59... The reactants are C#CCCCCCC (oct-1-yne), LiAlH(Ot-Bu)3, resultant mixture, IC1=CC=C(C=C1)OC (1-iodo-4-methoxybenzene), CN(C)C=O (DMF). The reagents and catalysts are C=1C=CC(=CC1)[P](C=2C=CC=CC2)(C=3C=CC=CC3)[Pd]([P](C=4C=CC=CC4)(C=5C=CC=CC5)C=6C=CC=CC6)([P](C=7C=CC=CC7)(C=8C=CC=CC8)C=9C=CC=CC9)[P](C=1C=CC=CC1)(C=1C=CC=CC1)C=1C=CC=CC1 (Pd(PPh3)4), [Zn+2].[Br-].[Br-] (ZnBr2). The solvent is C1CCOC1 (THF), C1CCOC1 (THF), C1CCOC1 (THF). Conditions: time 15 minute. Product: I\C=C\CCCCCC ((E)-1-iodooct-1-ene). Isolated yield 34.7%. As a reaction SMILES: [CH:1]#[C:2][CH2:3][CH2:4][CH2:5][CH2:6][CH2:7][CH3:8].[I:9]C1C=CC(OC)=CC=1.CN(C=O)C>C1COCC1.[Zn+2].[Br-].[Br-].C1C=CC([P]([Pd]([P](C2C=CC=CC=2)(C2C=CC=CC=2)C2C=CC=CC=2)([P](C2C=CC=CC=2)(C2C=CC=CC=2)C2C=CC=CC=2)[P](C2C=CC=CC=2)(C2C=CC=CC=2)C2C=CC=CC=2)(C2C=CC=CC=2)C2C=CC=CC=2)=CC=1>[I:9]/[CH:1]=[CH:2]/[CH2:3][CH2:4][CH2:5][CH2:6][CH2:7][CH3:8] |f:4.5.6,^1:34,36,55,74|. Procedure details: To a solution of oct-1-yne (56.2 mg, 0.5 mmol) and Cp2ZrCl2 (206.7 mg, 1.4 mmol, 1.4 eq.) in THF (2.5 mL) at RT was rapidly added a 1 M THF solution of LiAlH(Ot-Bu)3 (0.7 mL, 1.4 mmol, 1.4 eq.). A resulting dark red solution was stirred at RT for 15 min. At that time, dry ZnBr2 (157.7 mg, 1.4 mmol, 1.4 eq., Aldrich) and THF (1 mL) were added at RT. After 30 min., 1-iodo-4-methoxybenzene (165.5 mg, 1.4 mmol, 1.4 eq., Aldrich), Pd(PPh3)4 (11.6 mg, 0.001 mmol, 0.02 eq.) and DMF (1 mL) were added. T... Starting materials: NCCCS(=O)(=O)O (3-aminopropane-1-sulfonic acid), [H-].[Na+] (sodium hydride), BrC=1C=C(C=2N(N1)C(=CN2)C2=CC(=C(C(=O)NC1CC1)C=C2)C)S(=O)(=O)C (4-[6-bromo-8-(methylsulfonyl)imidazo[1,2-b]pyridazin-3-yl]-N-cyclopropyl-2-methyl benzamide). The solvent is CS(=O)C (DMSO). Conditions: time 30 minute. Product: BrC=1C=C(C=2N(N1)C(=CN2)C2=CC(=C(C=C2)C(NC2CC2)=O)C)NCCCS(=O)(=O)O (3-({6-bromo-3-[4-(cyclopropylcarbamoyl)-3-methylphenyl]imidazo[1,2-b]pyridazin-8-yl}amino)propane-1-sulfonic acid). As a reaction SMILES: [NH2:1][CH2:2][CH2:3][CH2:4][S:5]([OH:8])(=[O:7])=[O:6].[H-].[Na+].[Br:11][C:12]1[CH:13]=[C:14](S(C)(=O)=O)[C:15]2[N:16]([C:18]([C:21]3[CH:32]=[CH:31][C:24]([C:25]([NH:27][CH:28]4[CH2:30][CH2:29]4)=[O:26])=[C:23]([CH3:33])[CH:22]=3)=[CH:19][N:20]=2)[N:17]=1>CS(C)=O>[Br:11][C:12]1[CH:13]=[C:14]([NH:1][CH2:2][CH2:3][CH2:4][S:5]([OH:8])(=[O:7])=[O:6])[C:15]2[N:16]([C:18]([C:21]3[CH:32]=[CH:31][C:24]([C:25](=[O:26])[NH:27][CH:28]4[CH2:30][CH2:29]4)=[C:23]([CH3:33])[CH:22]=3)=[CH:19][N:20]=2)[N:17]=1 |f:1.2|. Procedure details: To a stirred solution of 41 mg (300 μmol) 3-aminopropane-1-sulfonic acid in 2 mL DMSO is added 24 mg (600 μmol) sodium hydride at rt. After 30 min, 90 mg (200 μmol) 4-[6-bromo-8-(methylsulfonyl)imidazo[1,2-b]pyridazin-3-yl]-N-cyclopropyl-2-methyl benzamide are added which was prepared according to intermediate example 516b to give after stirring for 2 h, the crude title compound which was used after evaporation of the solvent without further workup.